This data is from the Open Reaction Database (ORD), a public repository of structured organic reaction records. The task is: describe an organic reaction: reactants, conditions, products, and yield Isolated yield 175.0%. As a reaction SMILES: [Cl:1][C:2]1[C:7]2[C:8](=[O:29])[N:9]([CH3:28])[CH2:10][C:11]3[N:12]([CH:13]=[N:14][C:15]=3[C:16]3[N:20]=[C:19]([CH2:21][N:22]4[CH2:27][CH2:26][CH2:25][CH2:24][CH2:23]4)[O:18][N:17]=3)[C:6]=2[CH:5]=[CH:4][C:3]=1[F:30].Cl>C(O)C>[ClH:1].[Cl:1][C:2]1[C:7]2[C:8](=[O:29])[N:9]([CH3:28])[CH2:10][C:11]3[N:12]([CH:13]=[N:14][C:15]=3[C:16]3[N:20]=[C:19]([CH2:21][N:22]4[CH2:23][CH2:24][CH2:25][CH2:26][CH2:27]4)[O:18][N:17]=3)[C:6]=2[CH:5]=[CH:4][C:3]=1[F:30] |f:3.4|. Procedure: 1.37 g (3.18 mmol) of 7-chloro-8-fluoro-5-methyl-3-(5-piperidin-1-ylmethyl-1,2,4-oxadiazol-3-yl)-5,6-dihydro-4H-imidazo[1,5-a][1,4]benzodiazepin-6-one were dissolved in 50 ml of hot ethanol and treated at 40° with 0.95 ml (3.5 mol) of 3.7N ethanolic hydrochloric acid. After stirring at 0° for 30 minutes the solution was concentrated to a volume of ~20 ml and treated with 100 ml of ether. The white suspension obtained was suction filtered. There were obtained 1.30 g (88%) of 7-chloro-8-fluoro-5-m... The solvent is C(C)O (ethanol). The reactants are ClC1=C(C=CC2=C1C(N(CC=1N2C=NC1C1=NOC(=N1)CN1CCCCC1)C)=O)F (7-chloro-8-fluoro-5-methyl-3-(5-piperidin-1-ylmethyl-1,2,4-oxadiazol-3-yl)-5,6-dihydro-4H-imidazo[1,5-a][1,4]benzodiazepin-6-one), Cl (hydrochloric acid). Conditions: time 30 minute. Yields the product Cl.ClC1=C(C=CC2=C1C(N(CC=1N2C=NC1C1=NOC(=N1)CN1CCCCC1)C)=O)F (7-chloro-8-fluoro-5-methyl-3-(5-piperidin-1-ylmethyl-1,2,4-oxadiazol-3-yl)-5,6-dihydro-4H-imidazo[1,5-a][1,4]benzodiazepin-6-one hydrochloride). Reactants: ClC=1C=CC(=C(C1)C1=CC(N(C=C1OC)C(C(=O)NC1=C(C=C2C=C(NC2=C1)C(=O)OCC)OC)CCOC)=O)C#N (ethyl 6-({2-[4-(5-chloro-2-cyanophenyl)-5-methoxy-2-oxopyridin-1(2H)-yl]-4-methoxybutanoyl}amino)-5-methoxy-1H-indole-2-carboxylate), [OH-].[Li+] (lithium hydroxide). Product: ClC=1C=CC(=C(C1)C1=CC(N(C=C1OC)C(C(=O)NC1=C(C=C2C=C(NC2=C1)C(=O)O)OC)CCOC)=O)C#N (6-({2-[4-(5-Chloro-2-cyanophenyl)-5-methoxy-2-oxopyridin-1(2H)-yl]-4-methoxybutanoyl}amino)-5-methoxy-1H-indole-2-carboxylic acid). As a reaction SMILES: [Cl:1][C:2]1[CH:3]=[CH:4][C:5]([C:41]#[N:42])=[C:6]([C:8]2[C:13]([O:14][CH3:15])=[CH:12][N:11]([CH:16]([CH2:36][CH2:37][O:38][CH3:39])[C:17]([NH:19][C:20]3[CH:28]=[C:27]4[C:23]([CH:24]=[C:25]([C:29]([O:31]CC)=[O:30])[NH:26]4)=[CH:22][C:21]=3[O:34][CH3:35])=[O:18])[C:10](=[O:40])[CH:9]=2)[CH:7]=1.[OH-].[Li+]>>[Cl:1][C:2]1[CH:3]=[CH:4][C:5]([C:41]#[N:42])=[C:6]([C:8]2[C:13]([O:14][CH3:15])=[CH:12][N:11]([CH:16]([CH2:36][CH2:37][O:38][CH3:39])[C:17]([NH:19][C:20]3[CH:28]=[C:27]4[C:23]([CH:24]=[C:25]([C:29]([OH:31])=[O:30])[NH:26]4)=[CH:22][C:21]=3[O:34][CH3:35])=[O:18])[C:10](=[O:40])[CH:9]=2)[CH:7]=1 |f:1.2|. Procedure: 80 mg (135 μmol) of ethyl 6-({2-[4-(5-chloro-2-cyanophenyl)-5-methoxy-2-oxopyridin-1(2H)-yl]-4-methoxybutanoyl}amino)-5-methoxy-1H-indole-2-carboxylate (racemate) were hydrolysed with lithium hydroxide at RT according to General Method 3. Yield: 63 mg (purity 90%, 74% of theory) Reactants: Cl (hydrochloric acid), FC=1C=C(C=CC1)C(\C=C\C1=CC(=CC=C1)F)=O ((E)-1,3-Di(3-fluorophenyl)-2-propen-1-one), C(#N)CC(=O)N (2-cyanoacetamide), CC(C)([O-])C.[K+] (potassium t-butoxide), O=O (oxygen). Solvent: O (Water), CS(=O)C (dimethyl sulfoxide). Product: FC=1C=C(C=CC1)C1=C(C(NC(=C1)C1=CC(=CC=C1)F)=O)C#N (4,6-Di(3-fluorophenyl)-2-oxo-1,2-dihydro-3-pyridinecarbonitrile). Isolated yield 84.0%. As a reaction SMILES: [F:1][C:2]1[CH:3]=[C:4]([C:8](=O)/[CH:9]=[CH:10]/[C:11]2[CH:16]=[CH:15][CH:14]=[C:13]([F:17])[CH:12]=2)[CH:5]=[CH:6][CH:7]=1.[C:19]([CH2:21][C:22]([NH2:24])=[O:23])#[N:20].CC(C)([O-])C.[K+].O=O.Cl>CS(C)=O.O>[F:1][C:2]1[CH:3]=[C:4]([C:8]2[CH:9]=[C:10]([C:11]3[CH:16]=[CH:15][CH:14]=[C:13]([F:17])[CH:12]=3)[NH:24][C:22](=[O:23])[C:21]=2[C:19]#[N:20])[CH:5]=[CH:6][CH:7]=1 |f:2.3|. Procedure details: (E)-1,3-Di(3-fluorophenyl)-2-propen-1-one (16.4 g, 67.2 mmol), 2-cyanoacetamide (6.21 g, 73.9 mmol), and a solution of potassium t-butoxide (30.2 g, 269 mmol) in dimethyl sulfoxide (131 mL) were stirred overnight at room temperature in an oxygen atmosphere. Water (300 mL) and 6 N hydrochloric acid (390 mL) were added to the reaction solution. The solid was collected by filtration and washed with water, to give the title compound (17.4 g, 84%). The reactants are CCOC(C)=O, CO, [Cl-], Cl, [NH4+], CN1CCC2(CC1)NC(=S)N(c1ccc(C#N)c(C(F)(F)F)c1)C2=N, [Na+], [OH-]. The product is CN1CCC2(CC1)NC(=S)N(c1ccc(C#N)c(C(F)(F)F)c1)C2=O. As a reaction SMILES: [CH3:31][CH2:32][O:33][C:34](=[O:35])[CH3:36].[CH3:37][OH:38].[Cl-:30].[ClH:26].[NH4+:27].[NH:1]=[C:2]1[N:3]([c:14]2[cH:15][c:16]([C:22]([F:23])([F:24])[F:25])[c:17]([C:18]#[N:19])[cH:20][cH:21]2)[C:4](=[S:13])[NH:5][C:6]12[CH2:7][CH2:8][N:9]([CH3:12])[CH2:10][CH2:11]2.[Na+:29].[OH-:28]>>[C:2]1(=[O:28])[N:3]([c:14]2[cH:15][c:16]([C:22]([F:23])([F:24])[F:25])[c:17]([C:18]#[N:19])[cH:20][cH:21]2)[C:4](=[S:13])[NH:5][C:6]12[CH2:7][CH2:8][N:9]([CH3:12])[CH2:10][CH2:11]2. The reactants are D4, FC=1C=C(C=O)C=C(C1F)F (3,4,5-trifluorobenzaldehyde), FC=1C=C(C=CC1F)O (3,4-difluorophenol). Yields the product FC=1C=C(OC2=C(C=C(C=O)C=C2F)F)C=CC1F (4-(3,4-difluorophenoxy)-3,5-difluorobenzaldehyde). Reaction SMILES: [F:1][C:2]1[CH:3]=[C:4]([CH:7]=[C:8]([F:11])[C:9]=1F)[CH:5]=[O:6].[F:12][C:13]1[CH:14]=[C:15]([OH:20])[CH:16]=[CH:17][C:18]=1[F:19]>>[F:12][C:13]1[CH:14]=[C:15]([CH:16]=[CH:17][C:18]=1[F:19])[O:20][C:9]1[C:8]([F:11])=[CH:7][C:4]([CH:5]=[O:6])=[CH:3][C:2]=1[F:1]. Reported procedure: The title compound was prepared by a procedure similar to that described for D4 starting from 3,4,5-trifluorobenzaldehyde and 3,4-difluorophenol. The reactants are N,N'-carbonyl-diimidazole, COC=1C=C2C(=CN=CC2=CC1OC)CC(=O)O (6,7-dimethoxy-isoquinolin-4-yl-acetic acid), CNCCCN1C(C2=CC(=C(C=C2CC1)OC)OC)=O (2-(3-methylamino-propyl)-6,7-dimethoxy-1-oxo-1,2,3,4-tetrahydro-isoquinoline). Run in CN(C=O)C (dimethylformamide). Reaction conditions: time 2 hour. Product: O.CN(CCCN1C(C2=CC(=C(C=C2CC1)OC)OC)=O)C(CC1=CN=CC2=CC(=C(C=C12)OC)OC)=O.CN(C(CC1=CN=CC2=CC(=C(C=C12)OC)OC)=O)CCCN1C(C2=CC(=C(C=C2CC1)OC)OC)=O (2-[N-Methyl-N-(2-(6,7-dimethoxy-isoquinolin-4-yl)-acetyl)-3-amino-propyl]-6,7-dimethoxy-1-oxo-1,2,3,4-tetrahydro-isoquinoline hemihydrate). Reaction SMILES: [CH3:1][O:2][C:3]1[CH:4]=[C:5]2[C:10](=[CH:11][C:12]=1[O:13][CH3:14])[CH:9]=[N:8][CH:7]=[C:6]2[CH2:15][C:16]([OH:18])=[O:17].[CH3:19][NH:20][CH2:21][CH2:22][CH2:23][N:24]1[CH2:33][CH2:32][C:31]2[C:26](=[CH:27][C:28]([O:36][CH3:37])=[C:29]([O:34][CH3:35])[CH:30]=2)[C:25]1=[O:38]>CN(C)C=O>[OH2:2].[CH3:19][N:20]([C:16](=[O:18])[CH2:15][C:6]1[C:5]2[C:10](=[CH:11][C:12]([O:13][CH3:14])=[C:3]([O:2][CH3:1])[CH:4]=2)[CH:9]=[N:8][CH:7]=1)[CH2:21][CH2:22][CH2:23][N:24]1[CH2:33][CH2:32][C:31]2[C:26](=[CH:27][C:28]([O:36][CH3:37])=[C:29]([O:34][CH3:35])[CH:30]=2)[C:25]1=[O:38].[CH3:19][N:20]([CH2:21][CH2:22][CH2:23][N:24]1[CH2:33][CH2:32][C:31]2[C:26](=[CH:27][C:28]([O:36][CH3:37])=[C:29]([O:34][CH3:35])[CH:30]=2)[C:25]1=[O:38])[C:16](=[O:17])[CH2:15][C:6]1[C:5]2[C:10](=[CH:11][C:12]([O:13][CH3:14])=[C:3]([O:2][CH3:1])[CH:4]=2)[CH:9]=[N:8][CH:7]=1 |f:3.4.5|. Procedure details: 3.2 g (20 mmol) of N,N'-carbonyl-diimidazole are added to a solution of 4.9 g (17 mmol) of 6,7-dimethoxy-isoquinolin-4-yl-acetic acid in 100 ml of dimethylformamide. After about 30 minutes 4.8 g (17 mmol) of 2-(3-methylamino-propyl)-6,7-dimethoxy-1-oxo-1,2,3,4-tetrahydro-isoquinoline are added and the mixture is stirred for 2 hours at ambient temperature. The solvent is evaporated off in vacuo and the residue remaining is dissolved in a mixture of 2 molar sodium hydroxide solution and methylene ... Reactants: C1[C@H]([C@@H]2[C@H](O1)[C@H](CO2)O)O (isosorbide), CC(C)([O-])C.[K+] (potassium t-butoxide), C(C=C)Br (allyl bromide). Run in CN(C)C=O (DMF). Run at time 30 minute. The product is C(C=C)O[C@H]1[C@@H]2[C@H](OC1)[C@H](CO2)OCC=C ((3R,3aR,6S,6aR)-3,6-bis(allyloxy)hexahydrofuro[3,2-b]furan). RXN SMILES: [CH2:1]1[O:5][C@@H:4]2[C@@H:6]([OH:9])[CH2:7][O:8][C@@H:3]2[C@@H:2]1[OH:10].C[C:12]([CH3:15])([O-])[CH3:13].[K+].[CH2:17](Br)[CH:18]=[CH2:19]>CN(C=O)C>[CH2:13]([O:10][C@@H:2]1[CH2:1][O:5][C@@H:4]2[C@@H:6]([O:9][CH2:19][CH:18]=[CH2:17])[CH2:7][O:8][C@H:3]12)[CH:12]=[CH2:15] |f:1.2|. Reported procedure: An oven dried, two neck round bottomed flask equipped with a Teflon magnetic stir bar was charged with 3.00 g of isosorbide (20.5 mmol), 5.30 g potassium t-butoxide (47.2 mmol), and 50 mL of anhydrous DMF. This heterogeneous mixture was stirred for 30 minutes at room temperature, then brought to about 0 degrees Celsius in an ice/saturated brine bath. While stirring and under argon, 3.90 mL of allyl bromide (45.2 mmol) was added dropwise via syringe. After addition was complete, the ice bath was ...